This data is from the Open Reaction Database (ORD), a public repository of structured organic reaction records. The task is: describe an organic reaction: reactants, conditions, products, and yield Reactants: CCC(C)(C)C(=O)O[C@H]1C[C@H](C=C2[C@H]1[C@H]([C@H](C=C2)C)CC[C@@H]3C[C@H](CC(=O)O3)O)C.C(CCC)[NH-] (simvastatin butylamide), [OH-].[Na+] (sodium hydroxide). Product: dihydroxy, CCC(C)(C)C(=O)O[C@H]1C[C@H](C=C2[C@H]1[C@H]([C@H](C=C2)C)CC[C@@H]3C[C@H](CC(=O)O3)O)C (simvastatin). RXN SMILES: [CH3:1][CH2:2][C:3]([C:6]([O:8][C@@H:9]1[C@@H:14]2[C@@H:15]([CH2:20][CH2:21][C@H:22]3[O:28][C:26](=[O:27])[CH2:25][C@H:24]([OH:29])[CH2:23]3)[C@@H:16]([CH3:19])[CH:17]=[CH:18][C:13]2=[CH:12][C@H:11]([CH3:30])[CH2:10]1)=[O:7])([CH3:5])[CH3:4].C([NH-])CCC.[OH-].[Na+]>>[CH3:1][CH2:2][C:3]([C:6]([O:8][C@@H:9]1[C@@H:14]2[C@@H:15]([CH2:20][CH2:21][C@H:22]3[O:28][C:26](=[O:27])[CH2:25][C@H:24]([OH:29])[CH2:23]3)[C@@H:16]([CH3:19])[CH:17]=[CH:18][C:13]2=[CH:12][C@H:11]([CH3:30])[CH2:10]1)=[O:7])([CH3:5])[CH3:4] |f:0.1,2.3|. Procedure details: In U.S. Pat. No. 4,820,850 (89)/CA 1,287,063 (91, Merck), lovastatin is reacted with butylamine to produce lovastatin butylarnide. The two hydroxy groups in the butylamide are protected with tert-butyldimethylsilyl chloride to produce a disilylated lovastatin butylamide. The disilylated lovastatin butylamide is enolized with lithium pyrrolidide and the enolate is alkylated with methyl iodide to produce a disilylated simvastatin butylamide on aqueous workup. The silyl protecting groups are remove... Reactants: S(=O)(Cl)Cl (Thionyl chloride), ClC=1C=C(C=C(C1)Cl)NC1=NC=CC=C1CO ([2-(3,5-dichlorophenylamino)pyridin-3-yl]methanol). The solvent is C(Cl)Cl (methylene chloride), C(Cl)Cl (methylene chloride). Reaction conditions: time 18 hour. The product is ClCC=1C(=NC=CC1)NC1=CC(=CC(=C1)Cl)Cl ((3-chloromethylpyridin-2-yl) (3,5-dichlorophenyl)amine). RXN SMILES: S(Cl)([Cl:3])=O.[Cl:5][C:6]1[CH:7]=[C:8]([NH:13][C:14]2[C:19]([CH2:20]O)=[CH:18][CH:17]=[CH:16][N:15]=2)[CH:9]=[C:10]([Cl:12])[CH:11]=1>C(Cl)Cl>[Cl:3][CH2:20][C:19]1[C:14]([NH:13][C:8]2[CH:7]=[C:6]([Cl:5])[CH:11]=[C:10]([Cl:12])[CH:9]=2)=[N:15][CH:16]=[CH:17][CH:18]=1. Procedure details: Thionyl chloride (15 mL) was added slowly to a solution of 6.0 g of the above alcohol in 100 mL methylene chloride and the reaction stirred at room temperature for 18 hr. The reaction was concenterated, the residue dissolved in 150 mL methylene chloride and washed with 10% NaHCO3 solution. The organic layer was dried (Na2SO4) and concentrated to give 6.3 g of (3-chloromethylpyridin-2-yl) (3,5-dichlorophenyl)amine.